This data is from the Open Reaction Database (ORD), a public repository of structured organic reaction records. The task is: describe an organic reaction: reactants, conditions, products, and yield Starting materials: C(=O)C1=CC(=C(OC2=C(C=CC=C2)CC(=O)OC)C=C1)C (methyl 2-(4-formyl-2-methylphenoxy)phenylacetate), [BH4-].[Na+] (sodium borohydride). The solvent is CO (methanol). Yields the product OCC1=CC(=C(OC2=C(C=CC=C2)CC(=O)OC)C=C1)C (methyl 2-(4-hydroxymethyl-2-methylphenoxy)phenylacetate). Yield: 65.5%. Reaction SMILES: [CH:1]([C:3]1[CH:20]=[CH:19][C:6]([O:7][C:8]2[CH:13]=[CH:12][CH:11]=[CH:10][C:9]=2[CH2:14][C:15]([O:17][CH3:18])=[O:16])=[C:5]([CH3:21])[CH:4]=1)=[O:2].[BH4-].[Na+]>CO>[OH:2][CH2:1][C:3]1[CH:20]=[CH:19][C:6]([O:7][C:8]2[CH:13]=[CH:12][CH:11]=[CH:10][C:9]=2[CH2:14][C:15]([O:17][CH3:18])=[O:16])=[C:5]([CH3:21])[CH:4]=1 |f:1.2|. Reported procedure: A stirred solution of 1.00 g (3.52 mmol) of the product of Step A dissolved in 14 mL of methanol was treated with 0.067 g (1.8 mmol) of sodium borohydride at room temperature. After 15 minutes the reaction mixture was partitioned between ethyl acetate and 1N hydrochloric acid, and the organic layer was separated. The product was washed with water, brine, dried (MgSO4), filtered and evaporated in vacuo. The residue was purified on a silica gel flash chromatography column eluted with 30% ethyl ace... Starting materials: CN(/C=C/C(=O)C1=NN(C=CC1=O)C1=CC=CC=C1)C (3-((E)-3-Dimethylamino-acryloyl)-1-phenyl-1H-pyridazin-4-one), C1(=CC=CC=C1)NN (phenylhydrazine). Yields the product C1(=CC=CC=C1)N1N=C(C(C=C1)=O)C=1N(N=CC1)C1=CC=CC=C1 (1-Phenyl-3-(2-phenyl-2H-pyrazol-3-yl)-1H-pyridazin-4-one). The yield is 81.0%. As a reaction SMILES: C[N:2](C)/[CH:3]=[CH:4]/[C:5]([C:7]1[C:12](=[O:13])[CH:11]=[CH:10][N:9]([C:14]2[CH:19]=[CH:18][CH:17]=[CH:16][CH:15]=2)[N:8]=1)=O.[C:21]1([NH:27]N)[CH:26]=[CH:25][CH:24]=[CH:23][CH:22]=1>>[C:14]1([N:9]2[CH:10]=[CH:11][C:12](=[O:13])[C:7]([C:5]3[N:27]([C:21]4[CH:26]=[CH:25][CH:24]=[CH:23][CH:22]=4)[N:2]=[CH:3][CH:4]=3)=[N:8]2)[CH:19]=[CH:18][CH:17]=[CH:16][CH:15]=1. Procedure: The product was obtained starting from 3-((E)-3-Dimethylamino-acryloyl)-1-phenyl-1H-pyridazin-4-one (A-1) and phenylhydrazine according to the method described for Example 1 in 81% yield. MS: M=315.1 (M+H)+